From a dataset of the Open Reaction Database (ORD), a public repository of structured organic reaction records. describe an organic reaction: reactants, conditions, products, and yield The reactants are C(C)O (ethanol), ClC1=C(C=C(C(=O)N(C2=C(OCCC(=O)O)C(=CC=C2)C)C)C=C1)C=1C=NC(=CC1C)C#N (3-(2-{[4-chloro-3-(6-cyano-4-methyl-pyridin-3-yl)-benzoyl]-methyl-amino}-6-methyl-phenoxy)-propionic acid), C(C(=O)Cl)(=O)Cl (oxalyl chloride). The reagents and catalysts are CN(C)C=O (DMF). Run in C(Cl)Cl (DCM). Reaction conditions: time 30 minute. The product is C(C)OC(CCOC1=C(C=CC=C1C)N(C)C(C1=CC(=C(C=C1)Cl)C=1C=NC(=CC1C)C#N)=O)=O (3-(2-{[4-chloro-3-(6-cyano-4-methyl-pyridin-3-yl)-benzoyl]-methyl-amino}-6-methyl-phenoxy)-propionic acid ethyl ester). The yield is 72.6%. RXN SMILES: [Cl:1][C:2]1[CH:24]=[CH:23][C:5]([C:6]([N:8]([CH3:22])[C:9]2[CH:20]=[CH:19][CH:18]=[C:17]([CH3:21])[C:10]=2[O:11][CH2:12][CH2:13][C:14]([OH:16])=[O:15])=[O:7])=[CH:4][C:3]=1[C:25]1[CH:26]=[N:27][C:28]([C:32]#[N:33])=[CH:29][C:30]=1[CH3:31].[C:34](Cl)(=O)[C:35](Cl)=O.C(O)C>C(Cl)Cl.CN(C=O)C>[CH2:34]([O:15][C:14](=[O:16])[CH2:13][CH2:12][O:11][C:10]1[C:17]([CH3:21])=[CH:18][CH:19]=[CH:20][C:9]=1[N:8]([C:6](=[O:7])[C:5]1[CH:23]=[CH:24][C:2]([Cl:1])=[C:3]([C:25]2[CH:26]=[N:27][C:28]([C:32]#[N:33])=[CH:29][C:30]=2[CH3:31])[CH:4]=1)[CH3:22])[CH3:35]. Procedure: To a solution of 3-(2-{[4-chloro-3-(6-cyano-4-methyl-pyridin-3-yl)-benzoyl]-methyl-amino}-6-methyl-phenoxy)-propionic acid (160 mg, 0.35 mmol) in DCM (15 mL) was added oxalyl chloride (45.2 μl, 0.52 mmol) and 1 drop of DMF. The solution was stirred for 30 minutes before addition of ethanol (5 mL). The solution was stirred for a further 30 minutes at which time the solvent was evaporated and the residue purified by preparative TLC [eluent: 50% ethyl acetate in hexane] to yield 3-(2-{[4-chloro-3-(... Reactants: CCCCOC1OC(C(O)N(CCC(C)C)C(=O)NCCCl)C(O)C(O)C1O, ClCCl, Clc1ccccc1, CC(Cl)Cl, O=N[N+](=O)[O-]. Yields the product CCCCOC1OC(C(O)N(CCC(C)C)C(=O)N(CCCl)N=O)C(O)C(O)C1O. RXN SMILES: [CH2:6]([CH2:7][CH:8]([CH3:9])[CH3:10])[N:11]([C:12]([NH:13][CH2:14][CH2:15][Cl:16])=[O:17])[CH:18]([CH:19]1[CH:20]([OH:32])[CH:21]([OH:31])[CH:22]([OH:30])[CH:23]([O:24][CH2:25][CH2:26][CH2:27][CH3:28])[O:29]1)[OH:33].[Cl:34][CH2:35][Cl:36].[Cl:37][c:38]1[cH:39][cH:40][cH:41][cH:42][cH:43]1.[Cl:44][CH:45]([Cl:46])[CH3:47].[O-:1][N+:2]([N:3]=[O:4])=[O:5]>>[O:1]=[N:2][N:13]([C:12]([N:11]([CH2:6][CH2:7][CH:8]([CH3:9])[CH3:10])[CH:18]([CH:19]1[CH:20]([OH:32])[CH:21]([OH:31])[CH:22]([OH:30])[CH:23]([O:24][CH2:25][CH2:26][CH2:27][CH3:28])[O:29]1)[OH:33])=[O:17])[CH2:14][CH2:15][Cl:16]. Starting materials: CC1OC1C, [Cl-], [NH4+], C1CCOC1, CC(N)c1ccccc1. The product is CC(NC(C)C(C)O)c1ccccc1. As a reaction SMILES: [CH3:1][CH:2]1[O:3][CH:4]1[CH3:5].[Cl-:15].[NH4+:16].[O:17]1[CH2:18][CH2:19][CH2:20][CH2:21]1.[c:6]1([CH:12]([CH3:13])[NH2:14])[cH:7][cH:8][cH:9][cH:10][cH:11]1>>[CH3:1][CH:2]([OH:3])[CH:4]([CH3:5])[NH:14][CH:12]([c:6]1[cH:7][cH:8][cH:9][cH:10][cH:11]1)[CH3:13]. The reactants are C(C=C)(=O)O (acrylic acid), C(C=C)N(C=CC=C(C#N)C#N)CC=C (3-diallylaminoallylidenemalononitrile). Solvent: C(C)O (ethanol). Product: C(C=C)(=O)O.C(C=C)NC=CC=C(C#N)C#N (acrylic acid allylaminoallylidenemalononitrile). RXN SMILES: [C:1]([OH:5])(=[O:4])[CH:2]=[CH2:3].[CH2:6]([N:9](CC=C)[CH:10]=[CH:11][CH:12]=[C:13]([C:16]#[N:17])[C:14]#[N:15])[CH:7]=[CH2:8]>C(O)C>[C:1]([OH:5])(=[O:4])[CH:2]=[CH2:3].[CH2:6]([NH:9][CH:10]=[CH:11][CH:12]=[C:13]([C:14]#[N:15])[C:16]#[N:17])[CH:7]=[CH2:8] |f:3.4|. Procedure details: A solution of 60 g.=56 cc. of acrylic acid and 60 g. of 3-diallylaminoallylidenemalononitrile (A) in 250 cc. of ethanol was refluxed. 6 g. of AZBN were added and it was reflux-washed for 18 hours. It was cooled, saturated with ether and precipitated in ether, washed with ether and vacuum dried at 50° C. The yield was 92 g. of a product containing about 27% of aminoallylidenemalononitrile units in weight, whose solution at 6% in water and NaOH at pH7 was diluted at 1:8000 with water had an optica... The reactants are ClC1=CC=C(S1)C(C=1C=C2C(CC(NC2=CC1)=O)C1=CC(=CC=C1)OC)(C=1N(C=NC1)C)O (6-[(5-Chloro-thiophen-2-yl)-hydroxy-(3-methyl-3H-imidazol-4-yl)-methyl]-4-(3-methoxy-phenyl)-4H-quinolin-2-one), B(Br)(Br)Br (BBr3), C(Cl)Cl (CH2Cl2). Product: ClC1=CC=C(S1)C(C=1C=C2C(=CC(N(C2=CC1)C)=O)C1=CC(=CC=C1)O)(C=1N(C=NC1)C)O (6-[(5-Chloro-thiophen-2-yl)-hydroxy-(3-methyl-3H-imidazol-4-yl)-methyl]-4-(3-hydroxy-phenyl)-1-methyl-1H-quinolin-2-one). The yield is 66.0%. As a reaction SMILES: [Cl:1][C:2]1[S:6][C:5]([C:7]([OH:33])([C:27]2[N:28]([CH3:32])[CH:29]=[N:30][CH:31]=2)[C:8]2[CH:9]=[C:10]3[C:15](=[CH:16][CH:17]=2)[NH:14][C:13](=[O:18])[CH2:12][CH:11]3[C:19]2[CH:24]=[CH:23][CH:22]=[C:21]([O:25]C)[CH:20]=2)=[CH:4][CH:3]=1.B(Br)(Br)Br.[CH2:38](Cl)Cl>>[Cl:1][C:2]1[S:6][C:5]([C:7]([OH:33])([C:27]2[N:28]([CH3:32])[CH:29]=[N:30][CH:31]=2)[C:8]2[CH:9]=[C:10]3[C:15](=[CH:16][CH:17]=2)[N:14]([CH3:38])[C:13](=[O:18])[CH:12]=[C:11]3[C:19]2[CH:24]=[CH:23][CH:22]=[C:21]([OH:25])[CH:20]=2)=[CH:4][CH:3]=1. Reported procedure: Following the same procedure as that described in Example 34A, the title compound of example 31 (100 mg, 0.203 mmol) was treated with BBr3 in CH2Cl2 (1M, 1.02 ml, 1.02 mmol) to give the title compound (64 mg, 67% yield).